This data is from the Open Reaction Database (ORD), a public repository of structured organic reaction records. The task is: describe an organic reaction: reactants, conditions, products, and yield Reaction SMILES: [H-].[Na+].[CH3:3][O:4][C:5]([C:7]1[NH:8][C:9]2[C:14]([C:15]=1[O:16][C:17]1[CH:22]=[CH:21][CH:20]=[CH:19][C:18]=1[N+:23]([O-:25])=[O:24])=[CH:13][CH:12]=[CH:11][CH:10]=2)=[O:6].[CH3:26]I.O>CCCCCC.C1COCC1>[CH3:3][O:4][C:5]([C:7]1[N:8]([CH3:26])[C:9]2[C:14]([C:15]=1[O:16][C:17]1[CH:22]=[CH:21][CH:20]=[CH:19][C:18]=1[N+:23]([O-:25])=[O:24])=[CH:13][CH:12]=[CH:11][CH:10]=2)=[O:6] |f:0.1|. Conditions: time 3 hour. The product is COC(=O)C=1N(C2=CC=CC=C2C1OC1=C(C=CC=C1)[N+](=O)[O-])C (Methyl-3-[o-nitrophenoxy]-1-methyl-indole-2-carboxylate). Procedure details: 6.73 g (0.16 mole) of 57% sodium hydride in mineral oil was washed with hexane and suspended in 500 ml of THF. To this was added 43.4 g (0.139 mole) of methyl-3-[o-nitrophenoxy]-indole-2-carboxylate. The mixture was stirred at reflux for 1 hour, then 42.6 g (0.3 mole) of methyl iodide was added and reflux continued for 3 hours. Water (5 ml) was added, the THF removed by distillation and the gummy residue recrystallized from isopropanol to give analytical material as yellow needles, mp. 119°-21°. Reactants: COC(=O)C=1NC2=CC=CC=C2C1OC1=C(C=CC=C1)[N+](=O)[O-] (methyl-3-[o-nitrophenoxy]-indole-2-carboxylate), O (Water), [H-].[Na+] (sodium hydride), CI (methyl iodide). Solvent: CCCCCC (hexane), C1CCOC1 (THF). Reactants: CC1=C(C=CC(=C1)[N+](=O)[O-])N=C=S (2-Methyl-4-nitrophenyl isothiocyanate), N[C@H](C)C1CCCCC1 ((1R)-1-amino-1-cyclohexylethane), ClCC(=O)O (chloroacetic acid). Yields the product CC1=C(C=CC(=C1)[N+](=O)[O-])N=C1SCC(N1[C@H](C)C1CCCCC1)=O (2-(2-methyl-4-nitrophenylimino)-3-((1R)-1-cyclohexylethyl)-1,3-thiazolidin4-one). As a reaction SMILES: [CH3:1][C:2]1[CH:7]=[C:6]([N+:8]([O-:10])=[O:9])[CH:5]=[CH:4][C:3]=1[N:11]=[C:12]=[S:13].[NH2:14][C@@H:15]([CH:17]1[CH2:22][CH2:21][CH2:20][CH2:19][CH2:18]1)[CH3:16].Cl[CH2:24][C:25](O)=[O:26]>>[CH3:1][C:2]1[CH:7]=[C:6]([N+:8]([O-:10])=[O:9])[CH:5]=[CH:4][C:3]=1[N:11]=[C:12]1[N:14]([C@@H:15]([CH:17]2[CH2:22][CH2:21][CH2:20][CH2:19][CH2:18]2)[CH3:16])[C:25](=[O:26])[CH2:24][S:13]1. Procedure: 2-Methyl-4-nitrophenyl isothiocyanate was reacted with (1R)-1-amino-1-cyclohexylethane followed by chloroacetic acid according to Method C8a to afford 2-(2-methyl-4-nitrophenylimino)-3-((1R)-1-cyclohexylethyl)-1,3-thiazolidin4-one. Reactants: [Al+3], CCOC(=O)COc1ccccc1OCC(F)(F)F, [H-], [H-], [H-], [H-], [Li+], [Na+], [Na+], O=S(=O)([O-])[O-], C1CCOC1, O. Product: OCCOc1ccccc1OCC(F)(F)F. Reaction SMILES: [Al+3:2].[F:7][C:8]([CH2:9][O:10][c:11]1[c:12]([O:13][CH2:14][C:15](=[O:16])[O:17][CH2:18][CH3:19])[cH:20][cH:21][cH:22][cH:23]1)([F:24])[F:25].[H-:1].[H-:4].[H-:5].[H-:6].[Li+:3].[Na+:26].[Na+:27].[O-:28][S:29](=[O:30])(=[O:31])[O-:32].[O:34]1[CH2:35][CH2:36][CH2:37][CH2:38]1.[OH2:33]>>[F:7][C:8]([CH2:9][O:10][c:11]1[c:12]([O:13][CH2:14][CH2:15][OH:16])[cH:20][cH:21][cH:22][cH:23]1)([F:24])[F:25]. RXN SMILES: [CH:1]1([C:6]2([CH2:14][CH2:15][C:16]3[CH:21]=[CH:20][C:19]([OH:22])=[C:18]([CH2:23][O:24][CH3:25])[CH:17]=3)[O:11][C:10](=[O:12])[CH2:9][C:8](=[O:13])[CH2:7]2)[CH2:5][CH2:4][CH2:3][CH2:2]1.C1(C2(CCC3C=CC(C(C)(C)C#N)=C(F)C=3)CC(O)=CC(=O)O2)CCCC1.[CH3:53][C:54]1[CH:59]=[C:58]([CH3:60])[N:57]2[N:61]=[C:62]([CH:64]=O)[N:63]=[C:56]2[N:55]=1.C(C1NC(C=O)=C(C)N=1)C>>[CH:1]1([C:6]2([CH2:14][CH2:15][C:16]3[CH:21]=[CH:20][C:19]([OH:22])=[C:18]([CH2:23][O:24][CH3:25])[CH:17]=3)[O:11][C:10](=[O:12])[C:9]([CH2:64][C:62]3[N:63]=[C:56]4[N:55]=[C:54]([CH3:53])[CH:59]=[C:58]([CH3:60])[N:57]4[N:61]=3)=[C:8]([OH:13])[CH2:7]2)[CH2:5][CH2:4][CH2:3][CH2:2]1. The reactants are C1(CCCC1)C1(CC(CC(O1)=O)=O)CCC1=CC(=C(C=C1)O)COC (6-Cyclopentyl-6-[2-(4-hydroxy-3-methoxymethyl-phenyl)-ethyl]-dihydro-pyran-2,4-dione), C(C)C=1NC(=C(N1)C)C=O (2-ethyl-4-methyl-1H-imidazole-5-carbaldehyde), C1(CCCC1)C1(OC(C=C(C1)O)=O)CCC1=CC(=C(C=C1)C(C#N)(C)C)F (2-{4-[2-(2-cyclopentyl-4-hydroxy-6-oxo-3,6-dihydro-2H-pyran-2-yl)ethyl]-2-fluorophenyl}-2-methylpropanenitrile), CC1=NC=2N(C(=C1)C)N=C(N2)C=O (5,7-Dimethyl-[1,2,4]triazolo[1,5-a]pyrimidine-2-carbaldehyde). Product: C1(CCCC1)C1(CC(=C(C(O1)=O)CC1=NN2C(N=C(C=C2C)C)=N1)O)CCC1=CC(=C(C=C1)O)COC (6-Cyclopentyl-3-(5,7-dimethyl-[1,2,4]triazolo[1,5-a]pyrimidin-2-ylmethyl)-4-hydroxy-6-[2-(4-hydroxy-3-methoxymethyl-phenyl)-ethyl]-5,6-dihydro-pyran-2-one). Reported procedure: The title compound was prepared analogously to Example A(97) where 6-Cyclopentyl-6-[2-(4-hydroxy-3-methoxymethyl-phenyl)-ethyl]-dihydro-pyran-2,4-dione (Example A(194)) was substituted in place of 2-{4-[2-(2-cyclopentyl-4-hydroxy-6-oxo-3,6-dihydro-2H-pyran-2-yl)ethyl]-2-fluorophenyl}-2-methylpropanenitrile and 5,7-Dimethyl-[1,2,4]triazolo[1,5-a]pyrimidine-2-carbaldehyde was substituted in place of 2-ethyl-4-methyl-1H-imidazole-5-carbaldehyde in that example. 1H NMR (400 MHz, DMSO-d6): δ 1.5–2.0 ... Starting materials: COC=1C=C(C=CC1O)C=O (vanilline), C(C1=CC=CC=C1)Br (benzyl bromide), C([O-])([O-])=O.[K+].[K+] (potassium carbonate), CN(C=O)C (N,N-dimethylformamide). Solvent: O (Water). Run at temperature 50 celsius, time 2 hour. Product: C(C1=CC=CC=C1)OC1=C(C=C(C=O)C=C1)OC (4-benzyloxy-3-methoxybenzaldehyde). Yield: 95.3%. RXN SMILES: [CH3:1][O:2][C:3]1[CH:4]=[C:5]([CH:10]=[O:11])[CH:6]=[CH:7][C:8]=1[OH:9].[CH2:12](Br)[C:13]1[CH:18]=[CH:17][CH:16]=[CH:15][CH:14]=1.C(=O)([O-])[O-].[K+].[K+].CN(C)C=O>O>[CH2:12]([O:9][C:8]1[CH:7]=[CH:6][C:5]([CH:10]=[O:11])=[CH:4][C:3]=1[O:2][CH3:1])[C:13]1[CH:18]=[CH:17][CH:16]=[CH:15][CH:14]=1 |f:2.3.4|. Procedure details: 15.2 g (0.1 mol) of vanilline, 20.5 g (0.12 mol) of benzyl bromide, 17.9 g (0.13 mol) of potassium carbonate and 150 ml of N,N-dimethylformamide were mixed and stirred at 50° C. for 2 hours. Water was added to the reaction mixture, which was followed by extracted with ethyl acetate, washed with 5% hydrochloric acid and then saturated brine, dried over anhydrous magnesium sulfate and the solvent was distilled off under reduced pressure. The residue was washed with hexane and dried to give 23.1 g ... The reactants are CC1=C(N=CS1)C(=O)NNC(=O)OC(C)(C)C (1,1-dimethylethyl 2-[(5-methyl-1,3-thiazol-4-yl)carbonyl]hydrazinecarboxylate), Cl (HCl). Run at time 8 hour. Product: CC1=C(N=CS1)C(=O)NN (5-Methyl-1,3-thiazole-4-carbohydrazide). RXN SMILES: [CH3:1][C:2]1[S:6][CH:5]=[N:4][C:3]=1[C:7]([NH:9][NH:10]C(OC(C)(C)C)=O)=[O:8].Cl>>[CH3:1][C:2]1[S:6][CH:5]=[N:4][C:3]=1[C:7]([NH:9][NH2:10])=[O:8]. Procedure details: A mixture of 1,1-dimethylethyl 2-[(5-methyl-1,3-thiazol-4-yl)carbonyl]hydrazinecarboxylate (544 mg, 2.114 mmol) in HCl (2643 μl, 10.57 mmol) (4M in 1,4-dioxane) was stirred at room temperature under an atmosphere of argon for 17 hours (overnight). After this time, the reaction mixture was concentrated under reduced pressure to give an off-white coloured solid of desired material in 162 mg.